Dataset: the Open Reaction Database (ORD), a public repository of structured organic reaction records. Task: describe an organic reaction: reactants, conditions, products, and yield Reactants: ClC1=NC=2N3C(CN(C2C=N1)CC1=CC=C(C=C1)C(C)(C)O)COCC3 (2-(4-((2-chloro-6a,7,9,10-tetrahydro-[1,4]oxazino[3,4-h]pteridin-5(6H)-yl)methyl)phenyl)propan-2-ol), CC1(OB(OC1(C)C)C1=C2C=CNC2=CC=C1)C (4-(4,4,5,5-tetramethyl-1,3,2-dioxaborolan-2-yl)-1H-indole). Reagents/catalysts: C1=CC=C(C=C1)P([C-]2C=CC=C2)C3=CC=CC=C3.C1=CC=C(C=C1)P([C-]2C=CC=C2)C3=CC=CC=C3.Cl[Pd]Cl.[Fe+2] (PdCl2(dppf)). Solvent: O1CCOCC1 (dioxane), C(=O)(O)[O-].[Na+] (NaHCO3). Yields the product N1C=CC2=C(C=CC=C12)C1=NC=2N3C(CN(C2C=N1)CC1=CC=C(C=C1)C(C)(C)O)COCC3 (2-(4-((2-(1H-indol-4-yl)-6a,7,9,10-tetrahydro-[1,4]oxazino[3,4-h]pteridin-5(6H)-yl)methyl)phenyl)propan-2-ol). Reaction SMILES: Cl[C:2]1[N:11]=[CH:10][C:9]2[N:8]([CH2:12][C:13]3[CH:18]=[CH:17][C:16]([C:19]([OH:22])([CH3:21])[CH3:20])=[CH:15][CH:14]=3)[CH2:7][CH:6]3[CH2:23][O:24][CH2:25][CH2:26][N:5]3[C:4]=2[N:3]=1.CC1(C)C(C)(C)OB([C:35]2[CH:43]=[CH:42][CH:41]=[C:40]3[C:36]=2[CH:37]=[CH:38][NH:39]3)O1>O1CCOCC1.C([O-])(O)=O.[Na+].C1C=CC(P(C2C=CC=CC=2)[C-]2C=CC=C2)=CC=1.C1C=CC(P(C2C=CC=CC=2)[C-]2C=CC=C2)=CC=1.Cl[Pd]Cl.[Fe+2]>[NH:39]1[C:40]2[C:36](=[C:35]([C:2]3[N:11]=[CH:10][C:9]4[N:8]([CH2:12][C:13]5[CH:18]=[CH:17][C:16]([C:19]([OH:22])([CH3:21])[CH3:20])=[CH:15][CH:14]=5)[CH2:7][CH:6]5[CH2:23][O:24][CH2:25][CH2:26][N:5]5[C:4]=4[N:3]=3)[CH:43]=[CH:42][CH:41]=2)[CH:37]=[CH:38]1 |f:3.4,5.6.7.8|. Procedure details: The title compound was prepared in a manner similar to EXAMPLE 2 using 2-(4-((2-chloro-6a,7,9,10-tetrahydro-[1,4]oxazino[3,4-h]pteridin-5(6H)-yl)methyl)phenyl)propan-2-ol (PREPARATION x8, 39 mg, 0.104 mmol), 4-(4,4,5,5-tetramethyl-1,3,2-dioxaborolan-2-yl)-1H-indole (50.6 mg, 0.208 mmol), and PdCl2(dppf) (6.09 mg, 8.32 μmol) in dioxane (8 mL) and aqueous saturated NaHCO3 (2 mL). 1H NMR (400 MHz, DMSO-d6) δ 1.42 (s, 6 H), 3.18 (m, 4 H), 3.58-3.66 (m, 1 H), 3.94-4.04 (m, 2 H), 4.08-4.15 (m, 1 H), 4... The reactants are ClCCl, CCN(C(C)C)C(C)C, CCOc1cc(C(F)(F)F)ccc1C1=NC(c2ccc(Cl)cc2)C(c2ccc(Cl)cc2)N1C(=O)Cl, Cl, O=S(=O)(N1CCNCC1)N1CCOCC1. Yields the product CCOc1cc(C(F)(F)F)ccc1C1=NC(c2ccc(Cl)cc2)C(c2ccc(Cl)cc2)N1C(=O)N1CCN(S(=O)(=O)N2CCOCC2)CC1. Reaction SMILES: [CH2:61]([Cl:62])[Cl:63].[CH:17]([N:18]([CH:19]([CH3:20])[CH3:21])[CH2:22][CH3:23])([CH3:24])[CH3:25].[Cl:26][c:27]1[cH:28][cH:29][c:30]([CH:33]2[N:34]=[C:35]([c:48]3[c:49]([O:58][CH2:59][CH3:60])[cH:50][c:51]([C:54]([F:55])([F:56])[F:57])[cH:52][cH:53]3)[N:36]([C:45](=[O:46])[Cl:47])[CH:37]2[c:38]2[cH:39][cH:40][c:41]([Cl:44])[cH:42][cH:43]2)[cH:31][cH:32]1.[ClH:1].[N:2]1([S:8](=[O:9])(=[O:10])[N:11]2[CH2:12][CH2:13][O:14][CH2:15][CH2:16]2)[CH2:3][CH2:4][NH:5][CH2:6][CH2:7]1>>[N:2]1([S:8](=[O:9])(=[O:10])[N:11]2[CH2:12][CH2:13][O:14][CH2:15][CH2:16]2)[CH2:3][CH2:4][N:5]([C:45]([N:36]2[C:35]([c:48]3[c:49]([O:58][CH2:59][CH3:60])[cH:50][c:51]([C:54]([F:55])([F:56])[F:57])[cH:52][cH:53]3)=[N:34][CH:33]([c:30]3[cH:29][cH:28][c:27]([Cl:26])[cH:32][cH:31]3)[CH:37]2[c:38]2[cH:39][cH:40][c:41]([Cl:44])[cH:42][cH:43]2)=[O:46])[CH2:6][CH2:7]1. Starting materials: CCOC(=O)c1ccc(C(C(N)=O)C(C)c2cc(N)ccc2N2CCCCC2)cc1, I, O=N[O-], [Na+], O. Product: CCOC(=O)c1ccc(C(C(N)=O)C(C)c2cc(I)ccc2N2CCCCC2)cc1. Reaction SMILES: [CH2:5]([CH3:6])[O:7][C:8]([c:9]1[cH:10][cH:11][c:12]([CH:15]([C:16](=[O:17])[NH2:18])[CH:19]([CH3:20])[c:21]2[c:22]([N:28]3[CH2:29][CH2:30][CH2:31][CH2:32][CH2:33]3)[cH:23][cH:24][c:25]([NH2:27])[cH:26]2)[cH:13][cH:14]1)=[O:34].[IH:35].[N:1]([O-:2])=[O:3].[Na+:4].[OH2:36]>>[CH2:5]([CH3:6])[O:7][C:8]([c:9]1[cH:10][cH:11][c:12]([CH:15]([C:16](=[O:17])[NH2:18])[CH:19]([CH3:20])[c:21]2[c:22]([N:28]3[CH2:29][CH2:30][CH2:31][CH2:32][CH2:33]3)[cH:23][cH:24][c:25]([I:35])[cH:26]2)[cH:13][cH:14]1)=[O:34]. Reactants: CCO, COC(=O)c1ccc(C(=O)N2CCN(C(C)C)CC2)s1, [Cl-], NN, [Na+], O, O. The product is CC(C)N1CCN(C(=O)c2ccc(C(=O)NN)s2)CC1. As a reaction SMILES: [CH3:27][CH2:28][OH:29].[CH:1]([CH3:2])([CH3:3])[N:4]1[CH2:5][CH2:6][N:7]([C:10](=[O:11])[c:12]2[cH:13][cH:14][c:15]([C:17]([O:19][CH3:18])=[O:20])[s:16]2)[CH2:8][CH2:9]1.[Cl-:26].[NH2:22][NH2:23].[Na+:25].[OH2:21].[OH2:24]>>[CH:1]([CH3:2])([CH3:3])[N:4]1[CH2:5][CH2:6][N:7]([C:10](=[O:11])[c:12]2[cH:13][cH:14][c:15]([C:17](=[O:19])[NH:22][NH2:23])[s:16]2)[CH2:8][CH2:9]1.